Dataset: the Open Reaction Database (ORD), a public repository of structured organic reaction records. Task: describe an organic reaction: reactants, conditions, products, and yield Reactants: [H-].[Na+] (Sodium hydride), N[C@@H]1CC[C@H](CC1)O (trans-4-amino cyclohexanol), CN(C)C=O (DMF), FC=1C=CC=2N(C1)C(=NN2)N2[C@H](CCCC2)C (6-Fluoro-3-((S)-2-methyl-piperidin-1-yl)-[1,2,4]triazolo[4,3-α]pyridine), CN(C)C=O (DMF). Reaction conditions: time 30 minute. The product is C[C@@H]1N([C@@H](CCC1)C)C1=NN=C2N1C=C(C=C2)OC2CCC(CC2)N (4-[3-((2S,6R)-2,6-Dimethyl-piperidin-1-yl)-[1,2,4]triazolo[4,3-a]pyridin-6-yloxy]-cyclohexylamine). Isolated yield 27.0%. As a reaction SMILES: [H-].[Na+].[NH2:3][C@H:4]1[CH2:9][CH2:8][C@H:7]([OH:10])[CH2:6][CH2:5]1.F[C:12]1[CH:13]=[CH:14][C:15]2[N:16]([C:18]([N:21]3[CH2:26][CH2:25][CH2:24][CH2:23][C@@H:22]3[CH3:27])=[N:19][N:20]=2)[CH:17]=1.[CH3:28]N(C=O)C>>[CH3:27][C@H:22]1[CH2:23][CH2:24][CH2:25][C@@H:26]([CH3:28])[N:21]1[C:18]1[N:16]2[CH:17]=[C:12]([O:10][CH:7]3[CH2:8][CH2:9][CH:4]([NH2:3])[CH2:5][CH2:6]3)[CH:13]=[CH:14][C:15]2=[N:20][N:19]=1 |f:0.1|. Procedure: Sodium hydride (60% in mineral oil, 0.26 g, 6.39 mmol) was added to a stirred solution of trans-4-amino cyclohexanol (0.397 g, 3.45 mmol) in anhydrous DMF (10 mL) at RT under an argon atmosphere. The reaction mixture was stirred at RT for 30 min, then Intermediate 2d (0.50 g, 2.13 mmol) in anhydrous DMF (4 mL) was added and stirred at 60° C. for 10 h. After cooling, the reaction mixture was quenched by careful addition of a saturated aqueous solution of NH4Cl and water (1:1) and extracted with E... Isolated yield 58.0%. Starting materials: FC1=CC=C(C=C1)C=1OC=C(N1)C=O (2-(4-fluorophenyl)oxazole-4-carbaldehyde), [N+](=[N-])=C (diazomethane). The solvent is C(Cl)(Cl)Cl (chloroform), CCOCC (ether). Procedure details: A solution of 2-(4-fluorophenyl)oxazole-4-carbaldehyde (400 mg, 2.09 mmol) in dry chloroform (5 mL) was cooled to 0° C. and a freshly prepared solution of diazomethane in ether (20 mL) was added. The reaction mixture was stirred for 1 h and quenched with 10% aqueous NaHCO3 solution. The crude product was extracted with CH2Cl2 and the combined extracts were dried over anhydrous sodium sulfate, and concentrated under reduced pressure. The crude product was purified by column chromatography (silica... Conditions: time 1 hour. Yields the product FC1=CC=C(C=C1)C=1OC=C(N1)C(C)=O (1-(2-(4-fluorophenyl)oxazol-4-yl)ethanone). RXN SMILES: [F:1][C:2]1[CH:7]=[CH:6][C:5]([C:8]2[O:9][CH:10]=[C:11]([CH:13]=[O:14])[N:12]=2)=[CH:4][CH:3]=1.[N+](=[CH2:17])=[N-]>C(Cl)(Cl)Cl.CCOCC>[F:1][C:2]1[CH:3]=[CH:4][C:5]([C:8]2[O:9][CH:10]=[C:11]([C:13](=[O:14])[CH3:17])[N:12]=2)=[CH:6][CH:7]=1. The reactants are C(C)(C)[N-]C(C)C.[Li+] (Lithium diisopropylamide), CC=1N=NC=CC1 (3-methylpyridazine), C(OCC)(OCC)=O (Diethyl carbonate). The solvent is O1CCCC1 (tetrahydrofuran), O1CCCC1 (tetrahydrofuran). Conditions: time 1 hour. Yields the product N1=NC(=CC=C1)CC(=O)OCC (ethyl 2-(pyridazin-3-yl)acetate). Yield: 6.8%. As a reaction SMILES: C([N-]C(C)C)(C)C.[Li+].[CH3:9][C:10]1[N:11]=[N:12][CH:13]=[CH:14][CH:15]=1.[C:16](=O)([O:20]CC)[O:17][CH2:18][CH3:19]>O1CCCC1>[N:12]1[CH:13]=[CH:14][CH:15]=[C:10]([CH2:9][C:16]([O:17][CH2:18][CH3:19])=[O:20])[N:11]=1 |f:0.1|. Procedure: Lithium diisopropylamide (2M in tetrahydrofuran, 6.83 g, 63.7 mmol) was added dropwise to a stirred solution of 3-methylpyridazine (5.0 g, 53.12 mmol) in anhydrous tetrahydrofuran (80 mL) at −78° C. under a nitrogen atmosphere over a period of 20 min. The mixture was allowed to warm to room temperature. The mixture was stirred for 1 h at room temperature and cooled again to −78° C. Diethyl carbonate (12.57 g, 106.2 mmol) in anhydrous tetrahydrofuran (20 mL) was added at −78° C. over a period of ... Reactants: C(C)(C)(C)OC(NC1CCC(CC1)CNC1=NC(=NC=C1Cl)Cl)=O ({4-[(2,5-dichloro-pyrimidin-4-ylamino)-methyl]-cyclohexyl}-carbamic acid tert-butyl ester), FC(OC1=C(CN)C=CC=C1)(F)F (2-trifluoromethoxy-benzylamine), Cl (HCl). Run in CCOC(=O)C (EtOAc). Reaction conditions: temperature 180 celsius, time 1 hour. Yields the product N[C@@H]1CC[C@H](CC1)CNC1=NC(=NC=C1Cl)NCC1=C(C=CC=C1)OC(F)(F)F (N4-[(trans-4-aminocyclohexyl)methyl]-5-chloro-N2-[2-(trifluoromethoxy)benzyl]pyrimidine-2,4-diamine). The yield is 87.0%. RXN SMILES: C(OC(=O)[NH:7][CH:8]1[CH2:13][CH2:12][CH:11]([CH2:14][NH:15][C:16]2[C:21]([Cl:22])=[CH:20][N:19]=[C:18](Cl)[N:17]=2)[CH2:10][CH2:9]1)(C)(C)C.Cl.[F:26][C:27]([F:38])([F:37])[O:28][C:29]1[CH:36]=[CH:35][CH:34]=[CH:33][C:30]=1[CH2:31][NH2:32]>CCOC(C)=O>[NH2:7][C@H:8]1[CH2:9][CH2:10][C@H:11]([CH2:14][NH:15][C:16]2[C:21]([Cl:22])=[CH:20][N:19]=[C:18]([NH:32][CH2:31][C:30]3[CH:33]=[CH:34][CH:35]=[CH:36][C:29]=3[O:28][C:27]([F:26])([F:37])[F:38])[N:17]=2)[CH2:12][CH2:13]1. Reported procedure: The above {4-[(2,5-dichloro-pyrimidin-4-ylamino)-methyl]-cyclohexyl}-carbamic acid tert-butyl ester (97 mg, 0.26 mmol) was dissolved in 2-trifluoromethoxy-benzylamine (2.5 mL) and the mixture was heated to 180° C. for 20 min. The reaction mixture was diluted with EtOAc and poured into 1N HCl solution. The aqueous layer was separated and extracted with EtOAc (×2). The combined organic phase was dried over anhydrous Na2SO4 and concentrated in vacuo. The resulting residue was dissolved in CH2Cl2 (2... Reactants: CC1(CC(NC2=CC=C(C=C12)C)C1=C(N)C=CC=C1)C (2-(4,4,6-trimethyl-1,2,3,4-tetrahydroquinolin-2-yl)aniline), N1=CC=CC=C1 (pyridine), C1(=CC=CC=C1)S(=O)(=O)Cl (benzenesulfonyl chloride). The solvent is O (water), ClCCl (dichloromethane). Conditions: time 3 hour. The product is CC1(CC(NC2=CC=C(C=C12)C)C1=C(C=CC=C1)NS(=O)(=O)C1=CC=CC=C1)C (N-[2-(4,4,6-trimethyl-1,2,3,4-tetrahydro-quinolin-2-yl)-phenyl]-benzensulfonamide). As a reaction SMILES: [CH3:1][C:2]1([CH3:20])[C:11]2[C:6](=[CH:7][CH:8]=[C:9]([CH3:12])[CH:10]=2)[NH:5][CH:4]([C:13]2[CH:19]=[CH:18][CH:17]=[CH:16][C:14]=2[NH2:15])[CH2:3]1.N1C=CC=CC=1.[C:27]1([S:33](Cl)(=[O:35])=[O:34])[CH:32]=[CH:31][CH:30]=[CH:29][CH:28]=1>ClCCl.O>[CH3:1][C:2]1([CH3:20])[C:11]2[C:6](=[CH:7][CH:8]=[C:9]([CH3:12])[CH:10]=2)[NH:5][CH:4]([C:13]2[CH:19]=[CH:18][CH:17]=[CH:16][C:14]=2[NH:15][S:33]([C:27]2[CH:32]=[CH:31][CH:30]=[CH:29][CH:28]=2)(=[O:35])=[O:34])[CH2:3]1. Procedure: To a solution of 2-(4,4,6-trimethyl-1,2,3,4-tetrahydroquinolin-2-yl)aniline (150 mg, 0.56 mmol) and pyridine (0.5 mL) in dichloromethane (2 mL) was added benzenesulfonyl chloride (72 μL) at ice-bath under nitrogen. After addition, the resulting mixture was stirred at room temperature for 3 h. The reaction mixture was diluted with water, and extracted with ethyl acetate. The combined organic layer was dried over anhydrous Sodium sulfate, removed the solvent under reduced pressure, the residue was... Starting materials: N[C@H](C(=O)OC)CC1=CC=C(C=C1)C1=CC(=CC=C1)CNCC(C1=CC=CC=C1)=O (methyl (S)-2-amino-3-{3′-[(benzoylmethylamino)methyl]biphenyl-4-yl}propionate), C(C1=CC=CC=C1)(=O)CC(C)=O (benzoylacetone), 4A. Run in CO (methanol). Product: C(C1=CC=CC=C1)(=O)CNCC=1C=C(C=CC1)C1=CC=C(C=C1)C[C@@H](C(=O)OC)NC(=CC(C1=CC=CC=C1)=O)C (methyl (S)-3-{3′-[(benzoylmethylamino)methyl]biphenyl-4-yl}-2-(1-methyl-3-oxo-3-phenylpropenylamino)propionate). Isolated yield 70.0%. Reaction SMILES: [NH2:1][C@@H:2]([CH2:7][C:8]1[CH:13]=[CH:12][C:11]([C:14]2[CH:19]=[CH:18][CH:17]=[C:16]([CH2:20][NH:21][CH2:22][C:23](=[O:30])[C:24]3[CH:29]=[CH:28][CH:27]=[CH:26][CH:25]=3)[CH:15]=2)=[CH:10][CH:9]=1)[C:3]([O:5][CH3:6])=[O:4].[C:31]([CH2:39][C:40](=O)[CH3:41])(=[O:38])[C:32]1[CH:37]=[CH:36][CH:35]=[CH:34][CH:33]=1>CO>[C:23]([CH2:22][NH:21][CH2:20][C:16]1[CH:15]=[C:14]([C:11]2[CH:10]=[CH:9][C:8]([CH2:7][C@H:2]([NH:1][C:40]([CH3:41])=[CH:39][C:31](=[O:38])[C:32]3[CH:37]=[CH:36][CH:35]=[CH:34][CH:33]=3)[C:3]([O:5][CH3:6])=[O:4])=[CH:13][CH:12]=2)[CH:19]=[CH:18][CH:17]=1)(=[O:30])[C:24]1[CH:25]=[CH:26][CH:27]=[CH:28][CH:29]=1. Procedure: To 0.65 g (1.62 mmol) of methyl (S)-2-amino-3-{3′-[(benzoylmethylamino)methyl]biphenyl-4-yl}propionate, 0.32 g (1.94 mmol) of benzoylacetone, 3 g of molecular sieve 4A are added to 15 ml of methanol. The reaction mixture is refluxed for 14 h and then filtered through Celite. After evaporation of the solvents, the residue is purified by chromatography on a column of silica and eluted with a 7/3 heptane/ethyl acetate mixture. 0.62 g of desired product is isolated with 70% yield.